This data is from the Open Reaction Database (ORD), a public repository of structured organic reaction records. The task is: describe an organic reaction: reactants, conditions, products, and yield Reactants: Cl (Hydrochloric acid), C(CCC)[Li] (n-Butyl lithium), C(CC1=CC=CC=C1)NC(C1=C(C=C(C=C1)Br)OC)=O (N1-phenethyl-4-bromo-2-methoxybenzamide), B(OC(C)C)(OC(C)C)OC(C)C (triisopropyl borate). Run in O1CCCC1 (tetrahydrofuran). Reaction conditions: time 30 minute. Product: C(C1=CC=CC=C1)NC(=O)C1=C(C=C(C=C1)B(O)O)OC (4-[(benzylamino)carbonyl]-3-methoxyphenylboronic acid). The yield is 59.4%. RXN SMILES: C([Li])CCC.[CH2:6]([NH:14][C:15](=[O:25])[C:16]1[CH:21]=[CH:20][C:19](Br)=[CH:18][C:17]=1[O:23][CH3:24])[CH2:7][C:8]1[CH:13]=[CH:12][CH:11]=[CH:10]C=1.[B:26](OC(C)C)([O:31]C(C)C)[O:27]C(C)C.Cl>O1CCCC1>[CH2:6]([NH:14][C:15]([C:16]1[CH:21]=[CH:20][C:19]([B:26]([OH:31])[OH:27])=[CH:18][C:17]=1[O:23][CH3:24])=[O:25])[C:7]1[CH:8]=[CH:13][CH:12]=[CH:11][CH:10]=1. Reported procedure: n-Butyl lithium(1.6 M in hexane solution, 8.5 ml, 13.54 mmol) was added slowly to a solution of N1-phenethyl-4-bromo-2-methoxybenzamide (1.81 g, 5.41 mmol) in tetrahydrofuran (40 mL) at −78° C. After 30 minutes, triisopropyl borate (1.87 mL, 8.12 mmol) was added rapidly. The reaction mixture was allowed to warm up to room temperature after 13 minutes and stirred for 3 hours. Hydrochloric acid (2.5N, 40 mL) was added and the mixture was stirred overnight. The layers were separated and the aqueous... Starting materials: CC(=O)SC1CN2CCC1CC2, CC(=O)O, CO. Yields the product SC1CN2CCC1CC2. As a reaction SMILES: [C:1](=[O:2])([CH3:3])[S:4][CH:5]1[CH2:6][N:7]2[CH2:8][CH2:9][CH:10]1[CH2:11][CH2:12]2.[CH3:13][C:14](=[O:15])[OH:16].[CH3:17][OH:18]>>[SH:4][CH:5]1[CH2:6][N:7]2[CH2:8][CH2:9][CH:10]1[CH2:11][CH2:12]2. Reactants: [Sn](Cl)Cl (tin(II) chloride), [OH-].[Na+] (sodium hydroxide), ClC1=C(C=C(C=C1)[N+](=O)[O-])CO ((2-chloro-5-nitrophenyl)methanol), O (water), [Sn](Cl)Cl (tin(II) chloride). Solvent: CCOC(=O)C (EtOAc). Reaction conditions: time 21 hour. Product: NC=1C=CC(=C(C1)CO)Cl ((5-Amino-2-chloro-phenyl)-methanol). The yield is 93.2%. RXN SMILES: [Cl:1][C:2]1[CH:7]=[CH:6][C:5]([N+:8]([O-])=O)=[CH:4][C:3]=1[CH2:11][OH:12].O.[Sn](Cl)Cl.[OH-].[Na+]>CCOC(C)=O>[NH2:8][C:5]1[CH:6]=[CH:7][C:2]([Cl:1])=[C:3]([CH2:11][OH:12])[CH:4]=1 |f:3.4|. Procedure: To a solution of (2-chloro-5-nitrophenyl)methanol (5.00 g, 26.7 mmol) in EtOAc (100 mL) was added water (2.41 mL, 134 mmol) followed by tin(II) chloride (12.7 g, 67.0 mmol). The solution was stirred at RT for 21 h, then additional tin(II) chloride (5.06 g, 26.7 mmol) was added, and the mixture heated at 50° C. for 2 h, and then at 70° C. for 3 h. The cooled mixture was slowly basified with 1N sodium hydroxide solution (˜300 mL). The suspension was filtered through Celite, washing with EtOAc. The... Run in O1CCOCC1 (1,4-dioxane). RXN SMILES: Cl[C:2]1[N:3]=[C:4]([O:29][CH:30]2[CH2:34][CH2:33][O:32][CH2:31]2)[C:5]2[C:10]([C:11]3[CH:20]=[CH:19][C:14]4[N:15]=[C:16]([CH3:18])[O:17][C:13]=4[CH:12]=3)=[CH:9][N:8]([CH2:21][O:22][CH2:23][CH2:24][Si:25]([CH3:28])([CH3:27])[CH3:26])[C:6]=2[N:7]=1.[NH2:35][C:36]1[CH:46]=[CH:45][C:39]([C:40]([N:42]([CH3:44])[CH3:43])=[O:41])=[CH:38][C:37]=1[CH3:47].C(=O)([O-])[O-].[Cs+].[Cs+].C1(P(C2C=CC=CC=2)C2C=CC3C(=CC=CC=3)C=2C2C3C(=CC=CC=3)C=CC=2P(C2C=CC=CC=2)C2C=CC=CC=2)C=CC=CC=1>O1CCOCC1.C([O-])(=O)C.[Pd+2].C([O-])(=O)C>[CH3:44][N:42]([CH3:43])[C:40](=[O:41])[C:39]1[CH:45]=[CH:46][C:36]([NH:35][C:2]2[N:3]=[C:4]([O:29][CH:30]3[CH2:34][CH2:33][O:32][CH2:31]3)[C:5]3[C:10]([C:11]4[CH:20]=[CH:19][C:14]5[N:15]=[C:16]([CH3:18])[O:17][C:13]=5[CH:12]=4)=[CH:9][N:8]([CH2:21][O:22][CH2:23][CH2:24][Si:25]([CH3:27])([CH3:26])[CH3:28])[C:6]=3[N:7]=2)=[C:37]([CH3:47])[CH:38]=1 |f:2.3.4,7.8.9|. The yield is 72.0%. Reagents/catalysts: C(C)(=O)[O-].[Pd+2].C(C)(=O)[O-] (palladium acetate). Procedure details: To a suspension of 6-(2-chloro-4-((tetrahydrofuran-3-yl)oxy)-7-((2-(trimethylsilyl)ethoxy)methyl)-7H-pyrrolo[2,3-d]pyrimidin-5-yl)-2-methylbenzo[d]oxazole (1 equiv) in 1,4-dioxane (0.24 M) was added 4-amino-N,N,3-trimethylbenzamide (1 equiv), cesium carbonate (3 equiv), palladium acetate (0.3 equiv) and 2,2′-bis-diphenylphosphanyl-[1,1′]binaphthalene (0.6 equiv). The resulting reaction mixture was refluxed at 110° C. for 3 h. The reaction mixture was filtered and concentrated under reduced press... Product: CN(C(C1=CC(=C(C=C1)NC=1N=C(C2=C(N1)N(C=C2C2=CC1=C(N=C(O1)C)C=C2)COCC[Si](C)(C)C)OC2COCC2)C)=O)C (N,N,3-Trimethyl-4-((5-(2-methylbenzo[d]oxazol-6-yl)-4-((tetrahydrofuran-3-yl)oxy)-7-((2-(trimethylsilyl)ethoxy)methyl)-7H-pyrrolo[2,3-d]pyrimidin-2-yl)amino)benzamide). The reactants are NC1=C(C=C(C(=O)N(C)C)C=C1)C (4-amino-N,N,3-trimethylbenzamide), C([O-])([O-])=O.[Cs+].[Cs+] (cesium carbonate), C1(=CC=CC=C1)P(C1=C(C2=CC=CC=C2C=C1)C1=C(C=CC2=CC=CC=C12)P(C1=CC=CC=C1)C1=CC=CC=C1)C1=CC=CC=C1 (2,2′-bis-diphenylphosphanyl-[1,1′]binaphthalene), ClC=1N=C(C2=C(N1)N(C=C2C2=CC1=C(N=C(O1)C)C=C2)COCC[Si](C)(C)C)OC2COCC2 (6-(2-chloro-4-((tetrahydrofuran-3-yl)oxy)-7-((2-(trimethylsilyl)ethoxy)methyl)-7H-pyrrolo[2,3-d]pyrimidin-5-yl)-2-methylbenzo[d]oxazole). Run at temperature 110 celsius. Starting materials: BrC(C(=O)C1=CC=C(C=C1)OC)C1=CC=C(C=C1)OC (2-bromo-1,2-bis-(p-methoxyphenyl)-ethanone), [S-]C#N.[Na+] (sodium thiocyanate). The solvent is C(C)O (ethanol). The product is COC1=CC=C(C=C1)C(C(N=C=S)C1=CC=C(C=C1)OC)=O (1,2-bis-(p-methoxyphenyl)-2-isothiocyano-ethanone). RXN SMILES: Br[CH:2]([C:13]1[CH:18]=[CH:17][C:16]([O:19][CH3:20])=[CH:15][CH:14]=1)[C:3]([C:5]1[CH:10]=[CH:9][C:8]([O:11][CH3:12])=[CH:7][CH:6]=1)=[O:4].[S-:21][C:22]#[N:23].[Na+]>C(O)C>[CH3:12][O:11][C:8]1[CH:9]=[CH:10][C:5]([C:3](=[O:4])[CH:2]([C:13]2[CH:18]=[CH:17][C:16]([O:19][CH3:20])=[CH:15][CH:14]=2)[N:23]=[C:22]=[S:21])=[CH:6][CH:7]=1 |f:1.2|. Procedure details: 100 g of 2-bromo-1,2-bis-(p-methoxyphenyl)-ethanone are mixed with 700 ml of 96% strength ethanol and 25.4 g of sodium thiocyanate and the mixture is heated at 45° for 2 hours. The mixture is then concentrated to dryness by evaporation under reduced pressure, 500 ml of ice-water are added, the mixture is filtered with suction and the residue is then washed twice with ice-water. The crude product is taken up in 1500 ml of methylene chloride, the remaining water is removed and the product is dried... Starting materials: C(C1=CC=CC=C1)(C1=CC=CC=C1)N1CC(C1)(O)CC (1-benzhydryl-3-ethylazetidin-3-ol), CI (methyl iodide), [H-].[Na+] (sodium hydride). The solvent is CN(C)C=O (DMF). Conditions: time 1.5 hour. The product is C(C1=CC=CC=C1)(C1=CC=CC=C1)N1CC(C1)(OC)CC (1-Benzhydryl-3-ethyl-3-methoxyazetidine). The yield is 51.5%. RXN SMILES: [CH:1]([N:14]1[CH2:17][C:16]([CH2:19][CH3:20])([OH:18])[CH2:15]1)([C:8]1[CH:13]=[CH:12][CH:11]=[CH:10][CH:9]=1)[C:2]1[CH:7]=[CH:6][CH:5]=[CH:4][CH:3]=1.[CH3:21]I.[H-].[Na+]>CN(C=O)C>[CH:1]([N:14]1[CH2:17][C:16]([CH2:19][CH3:20])([O:18][CH3:21])[CH2:15]1)([C:8]1[CH:13]=[CH:12][CH:11]=[CH:10][CH:9]=1)[C:2]1[CH:3]=[CH:4][CH:5]=[CH:6][CH:7]=1 |f:2.3|. Procedure: To a DMF (50 mL) solution of 1-benzhydryl-3-ethylazetidin-3-ol (2.18 g, 8.15 mmol), methyl iodide (0.51 mL, 8.15 mmol) and 60% sodium hydride (0.65 g, 16.31 mmol) were added at 0° C. under a nitrogen stream, and the mixture was stirred for 1.5 hours at the same temperature. This reaction liquor was poured onto ice water, and the mixture was extracted with ethyl acetate. The extract was washed with ice water and saturated brine in this order, and then dried over anhydrous sodium sulfate. Sodium s... The reactants are CC(=O)Cc1cc(Cl)ccc1OCc1ccccc1, COC(OC)N(C)C, Cc1ccccc1. Yields the product CC(=O)C(=CN(C)C)c1cc(Cl)ccc1OCc1ccccc1. As a reaction SMILES: [CH2:1]([c:2]1[cH:3][cH:4][cH:5][cH:6][cH:7]1)[O:8][c:9]1[c:10]([CH2:16][C:17](=[O:18])[CH3:19])[cH:11][c:12]([Cl:15])[cH:13][cH:14]1.[CH3:20][O:21][CH:22]([N:23]([CH3:24])[CH3:25])[O:26][CH3:27].[CH3:28][c:29]1[cH:30][cH:31][cH:32][cH:33][cH:34]1>>[CH2:1]([c:2]1[cH:3][cH:4][cH:5][cH:6][cH:7]1)[O:8][c:9]1[c:10]([C:16]([C:17](=[O:18])[CH3:19])=[CH:22][N:23]([CH3:24])[CH3:25])[cH:11][c:12]([Cl:15])[cH:13][cH:14]1. The reactants are CCO, CCc1cc(Cl)c(N)c([N+](=O)[O-])c1. Product: CCc1cc(Cl)cc([N+](=O)[O-])c1. As a reaction SMILES: [CH3:14][CH2:15][OH:16].[Cl:1][c:2]1[cH:3][c:4]([CH2:12][CH3:13])[cH:5][c:6]([N+:9](=[O:10])[O-:11])[c:7]1[NH2:8]>>[Cl:1][c:2]1[cH:3][c:4]([CH2:12][CH3:13])[cH:5][c:6]([N+:9](=[O:10])[O-:11])[cH:7]1. Starting materials: C(C1=CC=CC=C1)N([C@@H]1CC[C@H](CC1)C1=CC=C(C(=O)O)C=C1)C[C@@H](COC1=CC(=C(C=C1)OCC1=CC=CC=C1)NS(=O)(=O)C)O (trans-4-[4-(benzyl{(2S)-3-[4-(benzyloxy)-3-[(methylsulfonyl)amino]phenoxy]-2-hydroxypropyl}amino)cyclohexyl]benzoic acid), ON1N=NC2=C1C=CC=C2 (1-hydroxybenzotriazole), C(C)N=C=NCCCN(C)C (1-ethyl-3-(3-dimethylaminopropyl)carbodiimide), NCCC1=CNC2=CC=CC=C12 (tryptamine). Run in ClCCl (dichloromethane), C(C)#N (acetonitrile), C(C)N(CC)CC (triethylamine). Reaction conditions: time 24 hour. Yields the product C(C1=CC=CC=C1)N([C@@H]1CC[C@H](CC1)C1=CC=C(C(=O)NCCC2=CNC3=CC=CC=C23)C=C1)C[C@@H](COC1=CC(=C(C=C1)OCC1=CC=CC=C1)NS(=O)(=O)C)O (trans-4-{4-[Benzyl((2S)-3-{4-(benzyloxy)-3-[(methylsulfonyl)amino]phenoxy}-2-hydroxypropyl)-amino]cyclohexyl}-N-[2-(1H-indol-3-yl)ethyl]benzamide), solid. Yield: 58.0%. RXN SMILES: [CH2:1]([N:8]([CH2:24][C@H:25]([OH:47])[CH2:26][O:27][C:28]1[CH:33]=[CH:32][C:31]([O:34][CH2:35][C:36]2[CH:41]=[CH:40][CH:39]=[CH:38][CH:37]=2)=[C:30]([NH:42][S:43]([CH3:46])(=[O:45])=[O:44])[CH:29]=1)[C@H:9]1[CH2:14][CH2:13][C@H:12]([C:15]2[CH:23]=[CH:22][C:18]([C:19](O)=[O:20])=[CH:17][CH:16]=2)[CH2:11][CH2:10]1)[C:2]1[CH:7]=[CH:6][CH:5]=[CH:4][CH:3]=1.ON1C2C=CC=CC=2N=N1.C(N=C=NCCCN(C)C)C.[NH2:69][CH2:70][CH2:71][C:72]1[C:80]2[C:75](=[CH:76][CH:77]=[CH:78][CH:79]=2)[NH:74][CH:73]=1>ClCCl.C(#N)C.C(N(CC)CC)C>[CH2:1]([N:8]([CH2:24][C@H:25]([OH:47])[CH2:26][O:27][C:28]1[CH:33]=[CH:32][C:31]([O:34][CH2:35][C:36]2[CH:37]=[CH:38][CH:39]=[CH:40][CH:41]=2)=[C:30]([NH:42][S:43]([CH3:46])(=[O:44])=[O:45])[CH:29]=1)[C@H:9]1[CH2:10][CH2:11][C@H:12]([C:15]2[CH:23]=[CH:22][C:18]([C:19]([NH:69][CH2:70][CH2:71][C:72]3[C:80]4[C:75](=[CH:76][CH:77]=[CH:78][CH:79]=4)[NH:74][CH:73]=3)=[O:20])=[CH:17][CH:16]=2)[CH2:13][CH2:14]1)[C:2]1[CH:7]=[CH:6][CH:5]=[CH:4][CH:3]=1. Procedure details: A solution of 0.3 g (0.45 mmol) of trans-4-[4-(benzyl{(2S)-3-[4-(benzyloxy)-3-[(methylsulfonyl)amino]phenoxy]-2-hydroxypropyl}amino)cyclohexyl]benzoic acid (preparation 3), of 0.78 g (0.91 mmol) of 1-hydroxybenzotriazole, of 0.175 g (0.91 mmol) of 1-ethyl-3-(3-dimethylaminopropyl)carbodiimide, of 0.19 ml of triethylamine and of 0.138 g (0.86 mmol) of tryptamine in a mixture of 4 ml of dichloromethane and 0.8 ml of acetonitrile is stirred for 24 h. The solvents are evaporated under reduced pressu... The reactants are ClCC1=CC(=C(OCC=2N=C(OC2C)C=2OC=CC2)C=C1)OC (4-(4-chloromethyl-2-methoxyphenoxy)methyl-5-methyl-2-(2-furyl)-1,3-oxazole), OC1=NC(=NC=C1C(=O)OCC)C1=CC=CC=C1 (ethyl 4-hydroxy-2-phenylpyrimidine-5-carboxylate), C([O-])([O-])=O.[K+].[K+] (potassium carbonate), CN(C=O)C (N,N-dimethylformamide). Run in O (water). Conditions: temperature 90 celsius, time 2 hour. The product is O1C(=CC=C1)C=1OC(=C(N1)COC1=C(C=C(COC2=NC(=NC=C2C(=O)OCC)C2=CC=CC=C2)C=C1)OC)C (ethyl 4-[(4-{[2-(2-furyl)-5-methyl-1,3-oxazol-4-yl]methoxy}-3-methoxybenzyl)oxy]-2-phenylpyrimidine-5-carboxylate), crystals. Isolated yield 75.0%. Reaction SMILES: Cl[CH2:2][C:3]1[CH:21]=[CH:20][C:6]([O:7][CH2:8][C:9]2[N:10]=[C:11]([C:15]3[O:16][CH:17]=[CH:18][CH:19]=3)[O:12][C:13]=2[CH3:14])=[C:5]([O:22][CH3:23])[CH:4]=1.[OH:24][C:25]1[C:30]([C:31]([O:33][CH2:34][CH3:35])=[O:32])=[CH:29][N:28]=[C:27]([C:36]2[CH:41]=[CH:40][CH:39]=[CH:38][CH:37]=2)[N:26]=1.C(=O)([O-])[O-].[K+].[K+].CN(C)C=O>O>[O:16]1[CH:17]=[CH:18][CH:19]=[C:15]1[C:11]1[O:12][C:13]([CH3:14])=[C:9]([CH2:8][O:7][C:6]2[CH:20]=[CH:21][C:3]([CH2:2][O:24][C:25]3[C:30]([C:31]([O:33][CH2:34][CH3:35])=[O:32])=[CH:29][N:28]=[C:27]([C:36]4[CH:41]=[CH:40][CH:39]=[CH:38][CH:37]=4)[N:26]=3)=[CH:4][C:5]=2[O:22][CH3:23])[N:10]=1 |f:2.3.4|. Procedure details: A mixture of 4-(4-chloromethyl-2-methoxyphenoxy)methyl-5-methyl-2-(2-furyl)-1,3-oxazole (2.25 g), ethyl 4-hydroxy-2-phenylpyrimidine-5-carboxylate (1.50 g), potassium carbonate (1.27 g) and N,N-dimethylformamide (50 mL) was stirred at 90° C. for 2 hrs. The reaction mixture was poured into water and the mixture was extracted with ethyl acetate. The ethyl acetate layer was washed successively with 0.2N aqueous sodium hydroxide solution and water, dried over anhydrous magnesium sulfate and concentr...